From a dataset of the Open Reaction Database (ORD), a public repository of structured organic reaction records. describe an organic reaction: reactants, conditions, products, and yield The reactants are C1(=NNCCCCCCCC1)C1=CCCCCCCCCC1 (diazabicycloundecene), ClC1=C(C=C2C(=C(C(NC2=C1)=O)C1=CC(=CC(=C1)C)C)O)[N+](=O)[O-] (7-chloro-3-(3,5-dimethylphenyl)-4-hydroxy-6-nitro-1H-quinolin-2-one), FC(S(=O)(=O)OS(=O)(=O)C(F)(F)F)(F)F (trifluoromethanesulfonic anhydride). Run at temperature -78 celsius, time 1 hour. Product: ClC1=C(C=C2C(=C(C(NC2=C1)=O)C1=CC(=CC(=C1)C)C)OS(=O)(=O)C(F)(F)F)[N+](=O)[O-] (Trifluoromethanesulfonic acid 7-chloro-3-(3,5-dimethylphenyl)-6-nitro-2-oxo-1,2-dihydroquinolin-4-yl ester). RXN SMILES: C1(C2CCCCCCCCCC=2)CCCCCCCCNN=1.[F:23][C:24]([F:37])([F:36])[S:25]([O:28]S(C(F)(F)F)(=O)=O)(=[O:27])=[O:26].[Cl:38][C:39]1[CH:48]=[C:47]2[C:42]([C:43](O)=[C:44]([C:50]3[CH:55]=[C:54]([CH3:56])[CH:53]=[C:52]([CH3:57])[CH:51]=3)[C:45](=[O:49])[NH:46]2)=[CH:41][C:40]=1[N+:59]([O-:61])=[O:60]>>[Cl:38][C:39]1[CH:48]=[C:47]2[C:42]([C:43]([O:28][S:25]([C:24]([F:37])([F:36])[F:23])(=[O:27])=[O:26])=[C:44]([C:50]3[CH:55]=[C:54]([CH3:56])[CH:53]=[C:52]([CH3:57])[CH:51]=3)[C:45](=[O:49])[NH:46]2)=[CH:41][C:40]=1[N+:59]([O-:61])=[O:60]. Procedure details: To a solution of 7-chloro-3-(3,5-dimethylphenyl)-4-hydroxy-6-nitro-1H-quinolin-2-one (1.0 g in 50 mL dry methylene chloride) was added 0.455 ml diazabicycloundecene and the mixture cooled to -78° C. To this was added trifluoromethanesulfonic anhydride (0.51 mL) dropwise via syringe and the mixture stirred at low temperature. After 1 hour, the reaction was quenched by the addition of saturated ammonium chloride (35 mL) and extracted with ethyl acetate (3×75 mL). The organics were washed with wate... Starting materials: CC(C)Oc1ccc(C(C)(C)C#N)cc1CNC1CCCN(C(=O)OC(C)(C)C)C1c1ccccc1, COc1ccc(C(C)C#N)cc1CNC1CCCNC1c1ccccc1. Product: CC(C)Oc1ccc(C(C)(C)C#N)cc1CNC1CCCNC1c1ccccc1. As a reaction SMILES: [C:1]([O:2][C:3](=[O:4])[N:8]1[CH:9]([c:31]2[cH:32][cH:33][cH:34][cH:35][cH:36]2)[CH:10]([NH:14][CH2:15][c:16]2[c:17]([O:27][CH:28]([CH3:29])[CH3:30])[cH:18][cH:19][c:20]([C:22]([CH3:23])([CH3:24])[C:25]#[N:26])[cH:21]2)[CH2:11][CH2:12][CH2:13]1)([CH3:5])([CH3:6])[CH3:7].[C:37]([CH:38]([c:39]1[cH:40][cH:41][c:42]([O:43][CH3:44])[c:45]([CH2:47][NH:48][CH:49]2[CH2:50][CH2:51][CH2:52][NH:53][CH:54]2[c:55]2[cH:56][cH:57][cH:58][cH:59][cH:60]2)[cH:46]1)[CH3:61])#[N:62]>>[NH:8]1[CH:9]([c:31]2[cH:32][cH:33][cH:34][cH:35][cH:36]2)[CH:10]([NH:14][CH2:15][c:16]2[c:17]([O:27][CH:28]([CH3:29])[CH3:30])[cH:18][cH:19][c:20]([C:22]([CH3:23])([CH3:24])[C:25]#[N:26])[cH:21]2)[CH2:11][CH2:12][CH2:13]1. The reactants are CCOC(=O)C(O)C(O)C(=O)OCC, Cc1c(OCC(F)(F)F)ccnc1CSc1nc2ccccc2[nH]1, CC(C)[O-], CC(C)[O-], CC(C)[O-], CC(C)[O-], Cc1ccccc1, CCN(C(C)C)C(C)C, [Na+], [Na+], [O-]O, O, O=S([O-])([O-])=S, [Ti+4], CC(C)c1ccccc1. The product is Cc1c(OCC(F)(F)F)ccnc1CS(=O)c1nc2ccccc2[nH]1. As a reaction SMILES: [C:25](=[O:26])([CH:27]([CH:28]([C:29]([O:30][CH2:31][CH3:32])=[O:33])[OH:34])[OH:35])[O:36][CH2:37][CH3:38].[CH3:1][c:2]1[c:3]([CH2:14][S:15][c:16]2[nH:17][c:18]3[c:19]([n:20]2)[cH:21][cH:22][cH:23][cH:24]3)[n:4][cH:5][cH:6][c:7]1[O:8][CH2:9][C:10]([F:11])([F:12])[F:13].[CH3:66][CH:67]([CH3:68])[O-:69].[CH3:71][CH:72]([CH3:73])[O-:74].[CH3:75][CH:76]([CH3:77])[O-:78].[CH3:79][CH:80]([CH3:81])[O-:82].[CH3:84][c:85]1[cH:86][cH:87][cH:88][cH:89][cH:90]1.[CH:39]([N:40]([CH:41]([CH3:42])[CH3:43])[CH2:44][CH3:45])([CH3:46])[CH3:47].[Na+:64].[Na+:65].[O-:48][OH:49].[OH2:83].[S:59]([O-:60])([O-:61])(=[O:62])=[S:63].[Ti+4:70].[c:50]1([CH:51]([CH3:52])[CH3:53])[cH:54][cH:55][cH:56][cH:57][cH:58]1>>[CH3:1][c:2]1[c:3]([CH2:14][S:15]([c:16]2[n:17][c:18]3[c:19]([nH:20]2)[cH:21][cH:22][cH:23][cH:24]3)=[O:26])[n:4][cH:5][cH:6][c:7]1[O:8][CH2:9][C:10]([F:11])([F:12])[F:13]. Reactants: Cl (hydrogen chloride), N1=C(C=CC=C1)NC1=C(C=CC=C1)N (N-(2-pyridyl)-o-phenylenediamine), FC1=CC=C(/C=C/C(=O)Cl)C=C1 ((E)-4-fluorocinnamoyl chloride), N1=C(C=CC=C1)N1C(=NC2=C1C=CC=C2)\C=C\C2=CC=CC=C2 ((E)-1-(2-pyridyl)-2-styryl-1H-benzimidazole). The solvent is CO (methanol). Yields the product Cl.N1=C(C=CC=C1)N1C(=NC2=C1C=CC=C2)\C=C\C2=CC=C(C=C2)F ((E)-1-(2-Pyridyl)-2-(4-fluorostyryl)-1H-benzimidazole hydrochloride). As a reaction SMILES: [N:1]1[CH:6]=[CH:5][CH:4]=[CH:3][C:2]=1[NH:7][C:8]1[CH:13]=[CH:12][CH:11]=[CH:10][C:9]=1[NH2:14].[F:15][C:16]1[CH:26]=[CH:25][C:19](/[CH:20]=[CH:21]/[C:22]([Cl:24])=O)=[CH:18][CH:17]=1.N1C=CC=CC=1N1C2C=CC=CC=2N=C1/C=C/C1C=CC=CC=1.Cl>CO>[ClH:24].[N:1]1[CH:6]=[CH:5][CH:4]=[CH:3][C:2]=1[N:7]1[C:8]2[CH:13]=[CH:12][CH:11]=[CH:10][C:9]=2[N:14]=[C:22]1/[CH:21]=[CH:20]/[C:19]1[CH:25]=[CH:26][C:16]([F:15])=[CH:17][CH:18]=1 |f:5.6|. Procedure: Free base of the titled compound was prepared from N-(2-pyridyl)-o-phenylenediamine and (E)-4-fluorocinnamoyl chloride (Amino, Y.; Kawada, K.; Toi, K.; Kumashiro, I.; Fukushima, K. Chem. Pharm. Bull., 1988, 36, 4426) according to the preparation of (E)-1-(2-pyridyl)-2-styryl-1H-benzimidazole (Example 1, method A). The free base was dissolved with a 10% methanol solution of hydrogen chloride (5 ml). Concentration and recrystallization from ethyl acetate/ethanol yielded the titled compound. MW: 35... Starting materials: ClC=1C=CC2=C(CSC(=N2)SC)C1 (6-chloro-2-methylthio-4H-3,1-benzothiazine), NC1=CC=C(C=C1)C(C)=O (p-aminoacetophenone). Run in C(CCC)O (n-butanol). The product is C(C)(=O)C1=CC=C(NC2=NC3=C(CS2)C=C(C=C3)Cl)C=C1 (2-(4-Acetylanilino)-6-chloro-4H-3,1-benzothiazine). Isolated yield 39.1%. Reaction SMILES: [Cl:1][C:2]1[CH:3]=[CH:4][C:5]2[N:10]=[C:9](SC)[S:8][CH2:7][C:6]=2[CH:13]=1.[NH2:14][C:15]1[CH:20]=[CH:19][C:18]([C:21](=[O:23])[CH3:22])=[CH:17][CH:16]=1>C(O)CCC>[C:21]([C:18]1[CH:19]=[CH:20][C:15]([NH:14][C:9]2[S:8][CH2:7][C:6]3[CH:13]=[C:2]([Cl:1])[CH:3]=[CH:4][C:5]=3[N:10]=2)=[CH:16][CH:17]=1)(=[O:23])[CH3:22]. Reported procedure: A mixture of 6-chloro-2-methylthio-4H-3,1-benzothiazine (57.5 g, 0.25 mole) and p-aminoacetophenone (33.8 g, 0.25 mole) in n-butanol (200 ml) was refluxed overnight. After cooling in a refrigerator for three days, the solid was collected by filtration and recrystallized from ethanol-water mixture to yield 31 g (39%) of product. Recrystallization from ethanol-water mixture gave an analytical sample, m.p. 174°-175°. Isolated yield 86.4%. RXN SMILES: [H-].[Na+].[CH2:3]([C:5]1[C:10]([O:11][CH3:12])=[CH:9][C:8]([CH:13]2[CH2:17][NH:16][C:15](=[O:18])[CH2:14]2)=[CH:7][C:6]=1[O:19][CH3:20])[CH3:4].[CH3:21]I>O1CCCC1.CN(C)C=O>[CH2:3]([C:5]1[C:6]([O:19][CH3:20])=[CH:7][C:8]([CH:13]2[CH2:17][N:16]([CH3:21])[C:15](=[O:18])[CH2:14]2)=[CH:9][C:10]=1[O:11][CH3:12])[CH3:4] |f:0.1|. Run in O1CCCC1 (tetrahydrofuran), CN(C=O)C (dimethylformamide). Product: C(C)C1=C(C=C(C=C1OC)C1CC(N(C1)C)=O)OC (4-(4-ethyl-3,5-dimethoxy-phenyl)-1-methyl-pyrrolidin-2-one). Procedure details: 3.12 g (78 mmol) of a sodium hydride dispersion (60% in oil) were added using a spatula and while stirring to a suspension of 8.85 g (35.5 mmol) of 4-(4-ethyl-3,5-dimethoxy-phenyl)-pyrrolidin-2-one in 250 ml of tetrahydrofuran and 2 ml of dimethylformamide and the mixture was stirred at room temperature for a further hour. Thereafter, the reaction mixture was treated with 3.52 ml (106.5 mmol) of methyl iodide and left to stir at room temperature for a further 16 hours. Subsequently, the reaction... Starting materials: C(C)C1=C(C=C(C=C1OC)C1CC(NC1)=O)OC (4-(4-ethyl-3,5-dimethoxy-phenyl)-pyrrolidin-2-one), [H-].[Na+] (sodium hydride), ice water, CI (methyl iodide).